This data is from the Open Reaction Database (ORD), a public repository of structured organic reaction records. The task is: describe an organic reaction: reactants, conditions, products, and yield The solvent is CCOC(=O)C (EtOAc), C(=O)(O)[O-].[Na+] (NaHCO3). Procedure: (S)-2-{[(3S,8S)-3-(4-Cyclohexylmethoxy-phenyl)-2,3,6,7,8,9-hexahydro-[1,4]dioxino[2,3-g]isoquinoline-8-carbonyl]-amino}-3-[4-(2,3-dimethyl-pyridin-4-yloxy)-phenyl]-propionic acid methyl ester dihydrochloride (19 mg) was dissolved in 1:1 EtOAc and saturated aqueous NaHCO3 and benzoyl chloride (3 eq.) added. After stirring at room temperature for 1 hour, the layers were separated and the organic layer was dried over Na2SO4 and evaporated. The residue was purified over silica (hexanes to 8:2 hexane... Starting materials: Cl.Cl.COC([C@H](CC1=CC=C(C=C1)OC1=C(C(=NC=C1)C)C)NC(=O)[C@H]1NCC=2C=C3C(=CC2C1)OC[C@@H](O3)C3=CC=C(C=C3)OCC3CCCCC3)=O ((S)-2-{[(3S,8S)-3-(4-Cyclohexylmethoxy-phenyl)-2,3,6,7,8,9-hexahydro-[1,4]dioxino[2,3-g]isoquinoline-8-carbonyl]-amino}-3-[4-(2,3-dimethyl-pyridin-4-yloxy)-phenyl]-propionic acid methyl ester dihydrochloride), C(C1=CC=CC=C1)(=O)Cl (benzoyl chloride). Reaction conditions: time 1 hour. The product is C(C1=CC=CC=C1)(=O)N1CC=2C=C3C(=CC2C[C@H]1C(=O)N[C@H](C(=O)O)CC1=CC=C(C=C1)OC1=C(C(=NC=C1)C)C)OC[C@@H](O3)C3=CC=C(C=C3)OCC3CCCCC3 ((S)-2-{[(3S,8S)-7-Benzoyl-3-(4-cyclohexylmethoxy-phenyl)-2,3,6,7,8,9-hexahydro-[1,4]dioxino[2,3-g]isoquinoline-8-carbonyl]-amino}-3-[4-(2,3-dimethyl-pyridin-4-yloxy)-phenyl]-propionic acid). Reaction SMILES: Cl.Cl.C[O:4][C:5](=[O:54])[C@@H:6]([NH:23][C:24]([C@@H:26]1[CH2:35][C:34]2[CH:33]=[C:32]3[O:36][CH2:37][C@H:38]([C:40]4[CH:45]=[CH:44][C:43]([O:46][CH2:47][CH:48]5[CH2:53][CH2:52][CH2:51][CH2:50][CH2:49]5)=[CH:42][CH:41]=4)[O:39][C:31]3=[CH:30][C:29]=2[CH2:28][NH:27]1)=[O:25])[CH2:7][C:8]1[CH:13]=[CH:12][C:11]([O:14][C:15]2[CH:20]=[CH:19][N:18]=[C:17]([CH3:21])[C:16]=2[CH3:22])=[CH:10][CH:9]=1.[C:55](Cl)(=[O:62])[C:56]1[CH:61]=[CH:60][CH:59]=[CH:58][CH:57]=1>CCOC(C)=O.C([O-])(O)=O.[Na+]>[C:55]([N:27]1[C@H:26]([C:24]([NH:23][C@@H:6]([CH2:7][C:8]2[CH:13]=[CH:12][C:11]([O:14][C:15]3[CH:20]=[CH:19][N:18]=[C:17]([CH3:21])[C:16]=3[CH3:22])=[CH:10][CH:9]=2)[C:5]([OH:54])=[O:4])=[O:25])[CH2:35][C:34]2[CH:33]=[C:32]3[O:36][CH2:37][C@H:38]([C:40]4[CH:45]=[CH:44][C:43]([O:46][CH2:47][CH:48]5[CH2:49][CH2:50][CH2:51][CH2:52][CH2:53]5)=[CH:42][CH:41]=4)[O:39][C:31]3=[CH:30][C:29]=2[CH2:28]1)(=[O:62])[C:56]1[CH:61]=[CH:60][CH:59]=[CH:58][CH:57]=1 |f:0.1.2,5.6|. Starting materials: CCCc1cc(C(=O)OC)ncc1N1CCN(C(=O)OC(C)(C)C)CC1, CO, Cl, [Na+], [OH-]. Product: CCCc1cc(C(=O)O)ncc1N1CCN(C(=O)OC(C)(C)C)CC1. As a reaction SMILES: [CH3:1][O:2][C:3](=[O:4])[c:5]1[cH:6][c:7]([CH2:24][CH2:25][CH3:26])[c:8]([N:11]2[CH2:12][CH2:13][N:14]([C:17](=[O:18])[O:19][C:20]([CH3:21])([CH3:22])[CH3:23])[CH2:15][CH2:16]2)[cH:9][n:10]1.[CH3:30][OH:31].[ClH:29].[Na+:28].[OH-:27]>>[O:2]=[C:3]([OH:4])[c:5]1[cH:6][c:7]([CH2:24][CH2:25][CH3:26])[c:8]([N:11]2[CH2:12][CH2:13][N:14]([C:17](=[O:18])[O:19][C:20]([CH3:21])([CH3:22])[CH3:23])[CH2:15][CH2:16]2)[cH:9][n:10]1. The reactants are C1CCOC1, CNC(C)C, [K+], O=[N+]([O-])c1ccccc1S(=O)(=O)Cl, [OH-], O. Product: CC(C)N(C)S(=O)(=O)c1ccccc1[N+](=O)[O-]. RXN SMILES: [CH2:22]1[O:23][CH2:24][CH2:25][CH2:26]1.[CH:1]([CH3:2])([CH3:3])[NH:4][CH3:5].[K+:7].[N+:8](=[O:9])([O-:10])[c:11]1[c:12]([S:17](=[O:18])(=[O:19])[Cl:20])[cH:13][cH:14][cH:15][cH:16]1.[OH-:6].[OH2:21]>>[CH:1]([CH3:2])([CH3:3])[N:4]([CH3:5])[S:17]([c:12]1[c:11]([N+:8](=[O:9])[O-:10])[cH:16][cH:15][cH:14][cH:13]1)(=[O:18])=[O:19]. Reactants: C(#N)C=1OC2=C(N1)C=CC(=C2)OCC2=CC(=CC=C2)OCC2=NC1=CC=CC=C1C=C2 (2-cyano-6-(3-(quinolin-2-ylmethyloxy)benzyloxy)benzoxazole), CN(C=O)C (dimethylformamide), [N-]=[N+]=[N-].[Na+] (sodium azide), Cl.N1=CC=CC=C1 (pyridine hydrochloride). Solvent: O (water). Conditions: temperature 100 celsius. Yields the product N1=C(C=CC2=CC=CC=C12)COC=1C=C(COC2=CC3=C(N=C(O3)C3=NN=NN3)C=C2)C=CC1 (5-(6-(3-(quinolin-2-ylmethyloxy)benzyloxy)benzoxazol-2-yl)tetrazole). Reaction SMILES: [C:1]([C:3]1[O:4][C:5]2[CH:11]=[C:10]([O:12][CH2:13][C:14]3[CH:19]=[CH:18][CH:17]=[C:16]([O:20][CH2:21][C:22]4[CH:31]=[CH:30][C:29]5[C:24](=[CH:25][CH:26]=[CH:27][CH:28]=5)[N:23]=4)[CH:15]=3)[CH:9]=[CH:8][C:6]=2[N:7]=1)#[N:2].[N-:32]=[N+:33]=[N-:34].[Na+].Cl.N1C=CC=CC=1.CN(C)C=O>O>[N:23]1[C:24]2[C:29](=[CH:28][CH:27]=[CH:26][CH:25]=2)[CH:30]=[CH:31][C:22]=1[CH2:21][O:20][C:16]1[CH:15]=[C:14]([CH:19]=[CH:18][CH:17]=1)[CH2:13][O:12][C:10]1[CH:9]=[CH:8][C:6]2[N:7]=[C:3]([C:1]3[NH:34][N:33]=[N:32][N:2]=3)[O:4][C:5]=2[CH:11]=1 |f:1.2,3.4|. Procedure details: 2-cyano-6-(3-(quinolin-2-ylmethyloxy)benzyloxy)benzoxazole (2.97 mmoles), sodium azide (965 mg), pyridine hydrochloride (1.72 g) and dimethylformamide (7 ml) are combined and heated at 100° C. for 48 hours. The reaction mixture is poured into cold water and the resulting precipitate is collected. The precipitate is dissolved in hot ethanol and reprecipitated by addition of water to give 5-(6-(3-(quinolin-2-ylmethyloxy)benzyloxy)benzoxazol-2-yl)tetrazole.